Task: describe an organic reaction: reactants, conditions, products, and yield. Dataset: the Open Reaction Database (ORD), a public repository of structured organic reaction records The reactants are ClC1=NC=CC=C1O (2-Chloro-3-pyridinol), COC1=CC=C(CCl)C=C1 (p-methoxybenzyl chloride), C([O-])([O-])=O.[K+].[K+] (potassium carbonate), CN(C=O)C (dimethylformamide). The solvent is C(C)(=O)OCC (ethyl acetate). Conditions: temperature 60 celsius, time 17 hour. Yields the product ClC1=NC=CC=C1OCC1=CC=C(C=C1)OC (2-Chloro-3-(4-methoxybenzyloxy)pyridine). Yield: 87.0%. As a reaction SMILES: [Cl:1][C:2]1[C:7]([OH:8])=[CH:6][CH:5]=[CH:4][N:3]=1.[CH3:9][O:10][C:11]1[CH:18]=[CH:17][C:14]([CH2:15]Cl)=[CH:13][CH:12]=1.C(=O)([O-])[O-].[K+].[K+].CN(C)C=O>C(OCC)(=O)C>[Cl:1][C:2]1[C:7]([O:8][CH2:15][C:14]2[CH:17]=[CH:18][C:11]([O:10][CH3:9])=[CH:12][CH:13]=2)=[CH:6][CH:5]=[CH:4][N:3]=1 |f:2.3.4|. Procedure details: 2-Chloro-3-pyridinol (1.3 g), 1.88 g of p-methoxybenzyl chloride, and 1.4 g of potassium carbonate were added to 10 ml of dimethylformamide, followed by stirring at 60° C. for 17 hours. The reaction mixture was diluted with ethyl acetate and washed successively with water and a saturated sodium chloride aqueous solution. After drying, the solvent was removed by evaporation, and the residue was subjected to silica gel column chromatography using a 1:4 (by volume) mixture of ethyl acetate and hexa... Reactants: C([O-])([O-])=O.[Na+].[Na+] (sodium carbonate), C(C)(C)(C)OC(=O)N1CC(OC2=C1C=CC=C2)CNCCCC2=CNC1=CC=C(C=C21)F ({[3-(5-fluoro-1H-indol-3-yl)-propylamino]-methyl}-3,4-dihydro-benzo [1,4]oxazine-4-carboxylic acid tert-butyl ester), FC(C(=O)O)(F)F (trifluoroacetic acid). Run in C(Cl)Cl (methylene chloride). Reaction conditions: time 2 hour. Yields the product O1C(CNC2=C1C=CC=C2)CNCCCC2=CNC1=CC=C(C=C21)F ((3,4-Dihydro-2H-benzo[1,4]oxazin-2ylmethyl)-[3-(5-fluoro-1H-indol-3-yl)-propyl]-amine), product. The yield is 19.0%. Reaction SMILES: C(OC([N:8]1[C:13]2[CH:14]=[CH:15][CH:16]=[CH:17][C:12]=2[O:11][CH:10]([CH2:18][NH:19][CH2:20][CH2:21][CH2:22][C:23]2[C:31]3[C:26](=[CH:27][CH:28]=[C:29]([F:32])[CH:30]=3)[NH:25][CH:24]=2)[CH2:9]1)=O)(C)(C)C.FC(F)(F)C(O)=O.C(=O)([O-])[O-].[Na+].[Na+]>C(Cl)Cl>[O:11]1[C:12]2[CH:17]=[CH:16][CH:15]=[CH:14][C:13]=2[NH:8][CH2:9][CH:10]1[CH2:18][NH:19][CH2:20][CH2:21][CH2:22][C:23]1[C:31]2[C:26](=[CH:27][CH:28]=[C:29]([F:32])[CH:30]=2)[NH:25][CH:24]=1 |f:2.3.4|. Procedure: The title compound was prepared in a 19% yield by reacting {[3-(5-fluoro-1H-indol-3-yl)-propylamino]-methyl}-3,4-dihydro-benzo [1,4]oxazine-4-carboxylic acid tert-butyl ester (0.49 g, 1.1 mmol) with trifluoroacetic acid (20 mL) in methylene chloride (20 mL). The reaction mixture was stirred at room temperature for two hours and then poured into saturated sodium carbonate and extracted with methylene chlloride. The organic layer was dried over anhydrous sodium sulfate, filtered and chromatographe... Reactants: Cl, Cc1nn(C)c(Cl)c1C=O, Clc1ccccc1, CC(C)(C#N)N=NC(C)(C)C#N, [Na+], [Na+], O=C([O-])[O-]. Product: Cc1nn(C)c(Cl)c1C(=O)Cl. RXN SMILES: [Cl:17].[Cl:1][c:2]1[c:3]([CH:9]=[O:10])[c:4]([CH3:8])[n:5][n:6]1[CH3:7].[Cl:30][c:31]1[cH:32][cH:33][cH:34][cH:35][cH:36]1.[N:18]#[C:19][C:20]([N:21]=[N:22][C:23]([C:24]#[N:25])([CH3:26])[CH3:27])([CH3:28])[CH3:29].[Na+:11].[Na+:12].[O-:13][C:14](=[O:15])[O-:16]>>[Cl:1][c:2]1[c:3]([C:9](=[O:10])[Cl:30])[c:4]([CH3:8])[n:5][n:6]1[CH3:7].